Dataset: the Open Reaction Database (ORD), a public repository of structured organic reaction records. Task: describe an organic reaction: reactants, conditions, products, and yield The reactants are O=C([O-])[O-], CCOC(=O)c1sc(N(C(=O)OC(C)(C)C)c2ccccc2)nc1CBr, CCOC(=O)CNCc1ccc(OC)cc1OC, CN(C)C=O, [K+], [K+]. Yields the product CCOC(=O)CN(Cc1ccc(OC)cc1OC)Cc1nc(N(C(=O)OC(C)(C)C)c2ccccc2)sc1C(=O)OCC. Reaction SMILES: [C:45](=[O:46])([O-:47])[O-:48].[CH2:1]([CH3:2])[O:3][C:4](=[O:5])[c:6]1[c:7]([CH2:25][Br:26])[n:8][c:9]([N:11]([c:12]2[cH:13][cH:14][cH:15][cH:16][cH:17]2)[C:18](=[O:19])[O:20][C:21]([CH3:22])([CH3:23])[CH3:24])[s:10]1.[CH2:27]([CH3:28])[O:29][C:30]([CH2:31][NH:32][CH2:33][c:34]1[c:35]([O:42][CH3:43])[cH:36][c:37]([O:40][CH3:41])[cH:38][cH:39]1)=[O:44].[CH3:51][N:52]([CH3:53])[CH:54]=[O:55].[K+:49].[K+:50]>>[CH2:1]([CH3:2])[O:3][C:4](=[O:5])[c:6]1[c:7]([CH2:25][N:32]([CH2:31][C:30]([O:29][CH2:27][CH3:28])=[O:44])[CH2:33][c:34]2[c:35]([O:42][CH3:43])[cH:36][c:37]([O:40][CH3:41])[cH:38][cH:39]2)[n:8][c:9]([N:11]([c:12]2[cH:13][cH:14][cH:15][cH:16][cH:17]2)[C:18](=[O:19])[O:20][C:21]([CH3:22])([CH3:23])[CH3:24])[s:10]1.